This data is from the Open Reaction Database (ORD), a public repository of structured organic reaction records. The task is: describe an organic reaction: reactants, conditions, products, and yield The reactants are C(=O)(N1N=CN=C1)N1N=CN=C1 (1,1′-carbonyldi(1,2,4-triazole)), C(C)(=O)OCC (ethyl acetate), FC1=C(C=CC=C1)C=1N=C(N(C1)NC=N)C (N-[4-(2-fluorophenyl)-2-methyl-1H-imidazol-1-yl]imidoformamide), O (water). The solvent is O1CCCC1 (tetrahydrofuran), CCCCCCC (heptane). Reaction conditions: temperature 55 celsius, time 5 hour. The product is FC1=C(C=CC=C1)C=1N=C(N2N=CNC(C21)=O)C (5-(2-fluorophenyl)-7-methylimidazo[5,1-f][1,2,4]triazin-4(3H)-one). The yield is 55.6%. RXN SMILES: [F:1][C:2]1[CH:7]=[CH:6][CH:5]=[CH:4][C:3]=1[C:8]1[N:9]=[C:10]([CH3:16])[N:11]([NH:13][CH:14]=[NH:15])[CH:12]=1.[C:17](N1C=NC=N1)(N1C=NC=N1)=[O:18].O.C(OCC)(=O)C>O1CCCC1.CCCCCCC>[F:1][C:2]1[CH:7]=[CH:6][CH:5]=[CH:4][C:3]=1[C:8]1[N:9]=[C:10]([CH3:16])[N:11]2[C:12]=1[C:17](=[O:18])[NH:15][CH:14]=[N:13]2. Procedure: Compound C4 (8.16 g, 37.4 mmol) in tetrahydrofuran (187 mL) was heated to 55° C., treated with 1,1′-carbonyldi(1,2,4-triazole) (7.36 g, 44.8 mmol) and stirred at 55° C. for 5 hours. The reaction was then cooled and stirred for an additional 3 days at room temperature. Removal of solvent in vacuo gave a solid, which was stirred with water (200 mL) for 1 hour and filtered to afford a pale brown powder. This was stirred in heptane (˜35 mL) and ethyl acetate (˜35 mL) for 24 hours and filtered, provi... As a reaction SMILES: [Br:6][c:7]1[cH:8][c:9]2[cH:10][cH:11][c:12]([O:17][CH3:18])[cH:13][c:14]2[cH:15][cH:16]1.[CH3:31][CH2:32][O:33][CH2:34][CH3:35].[Li:1][CH2:2][CH2:3][CH2:4][CH3:5].[N:19]12[CH2:20][C:21](=[O:27])[CH:22]([CH2:23][CH2:24]1)[CH2:25][CH2:26]2.[Na+:29].[OH-:28].[OH2:30]>>[c:7]1([C:21]2([OH:27])[CH2:20][N:19]3[CH2:24][CH2:23][CH:22]2[CH2:25][CH2:26]3)[cH:8][c:9]2[cH:10][cH:11][c:12]([O:17][CH3:18])[cH:13][c:14]2[cH:15][cH:16]1. Product: COc1ccc2cc(C3(O)CN4CCC3CC4)ccc2c1. The reactants are COc1ccc2cc(Br)ccc2c1, CCOCC, [Li]CCCC, O=C1CN2CCC1CC2, [Na+], [OH-], O. Reactants: ( 1 ), BrC=1C=C2C(=C(NC2=CC1)C(NC(C)(C)C)=O)CC(=O)OC (methyl 2-(5-bromo-2-(tert-butylcarbamoyl)-1H-indol-3-yl)acetate), O=P(Cl)(Cl)Cl (POCl3). Run in C1(=CC=CC=C1)C (toluene). Reaction conditions: temperature 80 celsius, time 6 hour. Product: BrC=1C=C2C(=C(NC2=CC1)C#N)CC(=O)OC (methyl 2-(5-bromo-2-cyano-1H-indol-3-yl)acetate). Yield: 50.2%. As a reaction SMILES: [Br:1][C:2]1[CH:3]=[C:4]2[C:8](=[CH:9][CH:10]=1)[NH:7][C:6]([C:11](=O)[NH:12]C(C)(C)C)=[C:5]2[CH2:18][C:19]([O:21][CH3:22])=[O:20].O=P(Cl)(Cl)Cl>C1(C)C=CC=CC=1>[Br:1][C:2]1[CH:3]=[C:4]2[C:8](=[CH:9][CH:10]=1)[NH:7][C:6]([C:11]#[N:12])=[C:5]2[CH2:18][C:19]([O:21][CH3:22])=[O:20]. Procedure details: Step J (1): To a solution of methyl 2-(5-bromo-2-(tert-butylcarbamoyl)-1H-indol-3-yl)acetate (124 mg, 0.34 mmol) in toluene was added POCl3 (182 mg, 1.19 mmol). The mixture was stirred at 80° C. for 6 h. The solvent was removed. The product was isolated by flash chromatography to give 50 mg of methyl 2-(5-bromo-2-cyano-1H-indol-3-yl)acetate (yield 50.2%). MS (ESI) (M+H)+=295.03. 1H NMR (500 MHz, CDCl3) δ ppm 3.77 (s, 3 H) 3.89 (s, 2 H) 7.11 (d, J=8.85 Hz, 1 H) 7.36 (dd, J=8.85, 1.83 Hz, 1 H) 7.7...